This data is from the Open Reaction Database (ORD), a public repository of structured organic reaction records. The task is: describe an organic reaction: reactants, conditions, products, and yield Starting materials: ClC1=NC=C(C(=C1Cl)Cl)Cl (2,3,4,5-tetrachloropyridine), ammonium salt, COP(O)(=O)C (methanephosphonic acid monomethyl ester). The reagents and catalysts are [Zn] (zinc). Product: ClC1=NC=C(C=C1Cl)Cl (2,3,5-trichloropyridine). Yield: 76.7%. Reaction SMILES: [Cl:1][C:2]1[C:7]([Cl:8])=[C:6](Cl)[C:5]([Cl:10])=[CH:4][N:3]=1.COP(C)(=O)O>[Zn]>[Cl:1][C:2]1[C:7]([Cl:8])=[CH:6][C:5]([Cl:10])=[CH:4][N:3]=1. Reported procedure: By the method described in Example 1, 11.0 g (0.05 mol) of 2,3,4,5-tetrachloropyridine, 4.4 g (0.065 gram atom) of zinc dust (96%) and 9.5 g (0.075 mol) of the ammonium salt of methanephosphonic acid monomethyl ester are reacted to obtain 7.0 g (76% of theory) of 2,3,5-trichloropyridine, m.p. 37°-40° C., which contains, according to gas-chromatographical analysis, 78.8% of 2,3,5-trichloropyridine, 2.5% of 2,3,4,5-tetrachloropyridine and 0.61% of unknown products. Reaction SMILES: [Br:1][c:2]1[c:3]([O:4][CH2:5][CH2:6][n:7]2[n:8][c:9]([C:12](=[O:13])[O:14][CH3:15])[n:10][cH:11]2)[cH:16][c:17]([Cl:20])[cH:18][cH:19]1.[C:24](=[O:25])([O-:26])[O-:27].[C:40]([O-:41])(=[O:42])[CH3:43].[C:45]([O-:46])(=[O:47])[CH3:48].[CH2:31]([N+:32]([CH2:33][CH3:34])([CH2:35][CH3:36])[CH2:37][CH3:38])[CH3:39].[CH3:21][C:22]#[N:23].[Cl-:30].[Cs+:28].[Cs+:29].[Cu:49][I:50].[Pd+2:44]>>[c:2]12[c:3]([cH:16][c:17]([Cl:20])[cH:18][cH:19]1)[O:4][CH2:5][CH2:6][n:7]1[n:8][c:9]([C:12](=[O:13])[O:14][CH3:15])[n:10][c:11]1-2. The product is COC(=O)c1nc2n(n1)CCOc1cc(Cl)ccc1-2. Starting materials: COC(=O)c1ncn(CCOc2cc(Cl)ccc2Br)n1, O=C([O-])[O-], CC(=O)[O-], CC(=O)[O-], CC[N+](CC)(CC)CC, CC#N, [Cl-], [Cs+], [Cs+], [Cu]I, [Pd+2].